Dataset: the Open Reaction Database (ORD), a public repository of structured organic reaction records. Task: describe an organic reaction: reactants, conditions, products, and yield Starting materials: C12(CC3CC(CC(C1)C3)C2)CO (adamantan-1-ylmethanol), ClC12CC3(CC(CC(C1)C3)C2)CO (3-chloroadamantan-1-yl methanol), ClC=1C(=CC(=C(C(=O)NS(=O)(=O)C)C1)F)F (5-chloro-2,4-difluoro-N-(methylsulfonyl)benzamide), ClC=1C(=CC(=C(C(=O)NS(N(C)C)(=O)=O)C1)F)F (5-chloro-N—(N,N-dimethylsulfamoyl)-2,4-difluorobenzamide). Product: ClC=1C(=CC(=C(C(=O)NS(N(C)C)(=O)=O)C1)F)OCC12CC3(CC(CC(C1)C3)C2)Cl (5-chloro-4-((3-chloroadamantan-1-yl)methoxy)-N—(N,N-dimethylsulfamoyl)-2-fluorobenzamide), solid. Isolated yield 31.0%. As a reaction SMILES: ClC1C(F)=CC(F)=C(C=1)C(NS(C)(=O)=O)=O.[Cl:17][C:18]1[C:19](F)=[CH:20][C:21]([F:33])=[C:22]([CH:32]=1)[C:23]([NH:25][S:26](=[O:31])(=[O:30])[N:27]([CH3:29])[CH3:28])=[O:24].C12(CO)CC3CC(CC(C3)C1)C2.[Cl:47][C:48]12[CH2:57][CH:52]3[CH2:53][CH:54]([CH2:56][C:50]([CH2:58][OH:59])([CH2:51]3)[CH2:49]1)[CH2:55]2>>[Cl:17][C:18]1[C:19]([O:59][CH2:58][C:50]23[CH2:51][CH:52]4[CH2:53][CH:54]([CH2:55][C:48]([Cl:47])([CH2:57]4)[CH2:49]2)[CH2:56]3)=[CH:20][C:21]([F:33])=[C:22]([CH:32]=1)[C:23]([NH:25][S:26](=[O:31])(=[O:30])[N:27]([CH3:29])[CH3:28])=[O:24]. Reported procedure: Following the procedure as described in Example 8 and making variations as required to replace 5-chloro-2,4-difluoro-N-(methylsulfonyl)benzamide with 5-chloro-N—(N,N-dimethylsulfamoyl)-2,4-difluorobenzamide and adamantan-1-ylmethanol with 3-chloroadamantan-1-yl methanol, the title compound was obtained as a colorless solid (0.15 g, 31%): 1H NMR (300 MHz, DMSO-d6) δ 11.77 (s, 1H), 7.74 (d, J=7.4 Hz, 1H), 7.23 (d, J=12.3 Hz, 1H), 3.82 (s, 2H), 2.87 (s, 6H), 2.22 (br s, 2H), 2.14-2.02 (m, 6H), 1.70... Reactants: C1=C2C(=CC=C1)NC=1C2=CC=2NC3=CC=CC=C3C2C1 (5,11-dihydridoindolo[3,2-b]carbazole), C1COCCOCCOCCOCCOCCO1 (18-crown-6), C(=O)([O-])[O-].[K+].[K+] (K2CO3), IC1=CC=C(C=C1)C (4-iodotoluene). Reagents/catalysts: [Cu] (copper). Solvent: ClC1=C(C=CC=C1)Cl (1,2-dichlorobenzene), C1(=CC=CC=C1)C (toluene), CS(=O)C (DMSO), [OH-].[Na+] (NaOH). Yields the product CC1=CC=C(C=C1)N1C2=CC=CC=C2C2=CC=3N(C4=CC=CC=C4C3C=C21)C2=CC=C(C=C2)C (5,11-bis(4-methylphenyl)indolo[3,2-b]carbazole). Yield: 189.0%. RXN SMILES: [CH:1]1[CH:6]=[CH:5][CH:4]=[C:3]2[NH:7][C:8]3[C:9](=[CH:10][C:11]4[NH:12][C:13]5[C:18]([C:19]=4[CH:20]=3)=[CH:17][CH:16]=[CH:15][CH:14]=5)[C:2]=12.C1O[CH2:37][CH2:36]OCCOCCOCCOCCOC1.C([O-])([O-])=O.[K+].[K+].I[C:46]1[CH:51]=[CH:50][C:49]([CH3:52])=[CH:48][CH:47]=1>C1(C)C=CC=CC=1.CS(C)=O.[OH-].[Na+].[Cu].ClC1C=CC=CC=1Cl>[CH3:52][C:49]1[CH:50]=[CH:51][C:46]([N:12]2[C:11]3[C:19](=[CH:20][C:8]4[N:7]([C:1]5[CH:6]=[CH:5][C:36]([CH3:37])=[CH:3][CH:2]=5)[C:3]5[C:2]([C:9]=4[CH:10]=3)=[CH:1][CH:6]=[CH:5][CH:4]=5)[C:18]3[C:13]2=[CH:14][CH:15]=[CH:16][CH:17]=3)=[CH:47][CH:48]=1 |f:2.3.4,8.9|. Procedure: A mixture of 5,11-dihydridoindolo[3,2-b]carbazole (2.56 g, 10 mmol), 18-crown-6 (0.52 g, 2.0 mmol), K2CO3 (11.06 g, 80 mmol), 4-iodotoluene (6.54 g, 30 mmol), copper (2.54 g, 40 mmol), and 1,2-dichlorobenzene (40 mL) was charged into an argon-filled 200 mL flask fitted with a condenser. The mixture was heated under reflux in an argon atmosphere for 24 h. Subsequently, the reaction mixture was cooled down to room temperature, diluted with toluene, and filtered. The solid was stirred in 50 mL of N... The reactants are C=O, CC(=O)O, CCOC(C)=O, CNCCc1c[nH]c2ccc([N+](=O)[O-])cc12, [Na+], [OH-], O. Yields the product CN1CCc2c([nH]c3ccc([N+](=O)[O-])cc23)C1. RXN SMILES: [CH2:1]=[O:2].[CH3:22][C:23](=[O:24])[OH:25].[CH3:26][CH2:27][O:28][C:29]([CH3:30])=[O:31].[N+:3](=[O:4])([O-:5])[c:6]1[cH:7][c:8]2[c:9]([CH2:15][CH2:16][NH:17][CH3:18])[cH:10][nH:11][c:12]2[cH:13][cH:14]1.[Na+:21].[OH-:20].[OH2:19]>>[CH2:1]1[c:10]2[c:9]([c:8]3[cH:7][c:6]([N+:3](=[O:4])[O-:5])[cH:14][cH:13][c:12]3[nH:11]2)[CH2:15][CH2:16][N:17]1[CH3:18]. Reactants: C(C)(C)(C)C=1C=C(C=C(C1O)C(C)(C)C)CCC(=O)NN (3-(3,5-di-t-butyl-4-hydroxyphenyl)propanoic acid hydrazide), C(CCCCCCC)C1C(=O)OC(C1)=O (2-octylsuccinic anhydride), C1(=CC=CC=C1)C (toluene). Solvent: O (water). Yields the product C(C)(C)(C)C=1C=C(C=C(C1O)C(C)(C)C)CCC(=O)NN1C(C(CC1=O)CCCCCCCC)=O (N-[3-(3,5-di-t-butyl-4-hydroxyphenyl)propanamido]-2-octylsuccinimide). Reaction SMILES: [C:1]([C:5]1[CH:6]=[C:7]([CH2:16][CH2:17][C:18]([NH:20][NH2:21])=[O:19])[CH:8]=[C:9]([C:12]([CH3:15])([CH3:14])[CH3:13])[C:10]=1[OH:11])([CH3:4])([CH3:3])[CH3:2].[CH2:22]([CH:30]1[CH2:35][C:34](=O)[O:33][C:31]1=[O:32])[CH2:23][CH2:24][CH2:25][CH2:26][CH2:27][CH2:28][CH3:29].C1(C)C=CC=CC=1>O>[C:12]([C:9]1[CH:8]=[C:7]([CH2:16][CH2:17][C:18]([NH:20][N:21]2[C:34](=[O:33])[CH2:35][CH:30]([CH2:22][CH2:23][CH2:24][CH2:25][CH2:26][CH2:27][CH2:28][CH3:29])[C:31]2=[O:32])=[O:19])[CH:6]=[C:5]([C:1]([CH3:2])([CH3:3])[CH3:4])[C:10]=1[OH:11])([CH3:13])([CH3:14])[CH3:15]. Reported procedure: A mixture of 3-(3,5-di-t-butyl-4-hydroxyphenyl)propanoic acid hydrazide (12.1 g, 41.1 mmol), 2-octylsuccinic anhydride (9.0 g, 41.1 mmol) and 20 ml of toluene was refluxed for one hour under a nitrogen atmosphere with the azeotropic removal of water (Dean-Stark assembly). The solvent was removed under vacuum while heating the reaction mass. 18.7 g of a very viscous, clear yellow liquid was obtained. Reactants: CCC(C(=O)[O-])c1ccccc1, CN(C)C=O, [Cl-], c1ccc(Oc2cccc(C[n+]3ccccc3)c2)cc1. Product: CCC(C(=O)OCc1cccc(Oc2ccccc2)c1)c1ccccc1. Reaction SMILES: [CH2:22]([CH3:23])[CH:24]([C:25](=[O:26])[O-:27])[c:28]1[cH:29][cH:30][cH:31][cH:32][cH:33]1.[CH3:34][N:35]([CH3:36])[CH:37]=[O:38].[Cl-:1].[O:2]([c:3]1[cH:4][cH:5][cH:6][cH:7][cH:8]1)[c:9]1[cH:10][c:11]([CH2:12][n+:13]2[cH:14][cH:15][cH:16][cH:17][cH:18]2)[cH:19][cH:20][cH:21]1>>[O:2]([c:3]1[cH:4][cH:5][cH:6][cH:7][cH:8]1)[c:9]1[cH:10][c:11]([CH2:12][O:27][C:25]([CH:24]([CH2:22][CH3:23])[c:28]2[cH:29][cH:30][cH:31][cH:32][cH:33]2)=[O:26])[cH:19][cH:20][cH:21]1.